Task: describe an organic reaction: reactants, conditions, products, and yield. Dataset: the Open Reaction Database (ORD), a public repository of structured organic reaction records Reactants: COC1=CC=C(C=C1)C1=C(C(NN=C1C1=CC=C(C=C1)OC)=O)C#N (5,6-bis(4-methoxyphenyl)-4-cyano-2H-pyridazin-3-one), BrCCC (1-bromopropane). Yields the product COC1=CC=C(C=C1)C1=C(C(N(N=C1C1=CC=C(C=C1)OC)CCC)=O)C#N (5,6-bis(4-Methoxyphenyl)-4-cyano-2-n-propyl-2H-pyridazin-3-one). The yield is 72.6%. RXN SMILES: [CH3:1][O:2][C:3]1[CH:8]=[CH:7][C:6]([C:9]2[C:14]([C:15]3[CH:20]=[CH:19][C:18]([O:21][CH3:22])=[CH:17][CH:16]=3)=[N:13][NH:12][C:11](=[O:23])[C:10]=2[C:24]#[N:25])=[CH:5][CH:4]=1.Br[CH2:27][CH2:28][CH3:29]>>[CH3:1][O:2][C:3]1[CH:8]=[CH:7][C:6]([C:9]2[C:14]([C:15]3[CH:20]=[CH:19][C:18]([O:21][CH3:22])=[CH:17][CH:16]=3)=[N:13][N:12]([CH2:27][CH2:28][CH3:29])[C:11](=[O:23])[C:10]=2[C:24]#[N:25])=[CH:5][CH:4]=1. Procedure: Using 5,6-bis(4-methoxyphenyl)-4-cyano-2H-pyridazin-3-one and 1-bromopropane as starting materials, the procedures of Example 1 were repeated likewise, whereby the title compound was obtained in a yield of 72.6%. Starting materials: C(=O)C1=CNC=2N=CC=C(C21)C(=O)OC (Methyl 3-formyl-1H-pyrrolo[2,3-b]pyridine-4-carboxylate), [BH4-].[Na+] (sodium borohydride), NC1CCN(CC1)C(=O)OC(C)(C)C (tert-butyl 4-aminopiperidine-1-carboxylate), C1CCOC1 (THF). The solvent is CO (MeOH). Conditions: time 10 minute. The product is C(C)(C)(C)OC(=O)N1CCC(CC1)NCC1=CNC=2N=CC=C(C21)C(=O)OC (methyl 3-((1-(tert-butoxycarbonyl)piperidin-4-ylamino)methyl)-1H-pyrrolo[2,3-b]pyridine-4-carboxylate). The yield is 19.7%. Reaction SMILES: [CH:1]([C:3]1[C:11]2[C:10]([C:12]([O:14][CH3:15])=[O:13])=[CH:9][CH:8]=[N:7][C:6]=2[NH:5][CH:4]=1)=O.[NH2:16][CH:17]1[CH2:22][CH2:21][N:20]([C:23]([O:25][C:26]([CH3:29])([CH3:28])[CH3:27])=[O:24])[CH2:19][CH2:18]1.C1COCC1.[BH4-].[Na+]>CO>[C:26]([O:25][C:23]([N:20]1[CH2:21][CH2:22][CH:17]([NH:16][CH2:1][C:3]2[C:11]3[C:10]([C:12]([O:14][CH3:15])=[O:13])=[CH:9][CH:8]=[N:7][C:6]=3[NH:5][CH:4]=2)[CH2:18][CH2:19]1)=[O:24])([CH3:29])([CH3:27])[CH3:28] |f:3.4|. Procedure details: Methyl 3-formyl-1H-pyrrolo[2,3-b]pyridine-4-carboxylate (160 mg, 0.784 mmol) and tert-butyl 4-aminopiperidine-1-carboxylate (188 mg, 0.940 mmol) were combined in MeOH (3 mL) and THF (3 mL) at 50° C. for 3 H. Then sodium borohydride (59 mg, 1.567 mmol) was added at room temperature and allowed to stir for 10 min. The mixture was quenched with water and extracted with ethyl acetate. The organics were dried over MgSO4 and concentrated in vacuo to give methyl 3-((1-(tert-butoxycarbonyl)piperidin-4-y... Starting materials: Cl.OC=1C=CC(=C2CC(NC12)=O)CCNCCCCCCOCCC1=CC=CC=C1 (2,3-Dihydro-7-hydroxy-4-[2-[6-(phenylethoxy)hexyl]aminoethyl]-indol-2-one hydrochloride). The reagents and catalysts are [Ni] (Raney nickel). The solvent is C(C)O (ethanol). The product is C1(=CC=CC=C1)CCOCCCCCCN(CC1=CC=CC=C1)CCC1=C2CC(NC2=C(C=C1)OCC1=CC=CC=C1)=O (1,3-Dihydro-4-[2-[N-[6-(2-phenylethoxy)hexyl]-N-(phenylmethyl)amino]ethyl]-7-phenylmethoxy-2H-indol-2-one). Reaction SMILES: Cl.[OH:2][C:3]1[CH:4]=[CH:5][C:6]([CH2:13][CH2:14][NH:15][CH2:16][CH2:17][CH2:18][CH2:19][CH2:20][CH2:21][O:22][CH2:23][CH2:24][C:25]2[CH:30]=[CH:29][CH:28]=[CH:27][CH:26]=2)=[C:7]2[C:11]=1[NH:10][C:9](=[O:12])[CH2:8]2>[Ni].C(O)C>[C:25]1([CH2:24][CH2:23][O:22][CH2:21][CH2:20][CH2:19][CH2:18][CH2:17][CH2:16][N:15]([CH2:14][CH2:13][C:6]2[CH:5]=[CH:4][C:3]([O:2][CH2:13][C:6]3[CH:7]=[CH:11][CH:3]=[CH:4][CH:5]=3)=[C:11]3[C:7]=2[CH2:8][C:9](=[O:12])[NH:10]3)[CH2:24][C:25]2[CH:30]=[CH:29][CH:28]=[CH:27][CH:26]=2)[CH:26]=[CH:27][CH:28]=[CH:29][CH:30]=1 |f:0.1|. Reported procedure: Raney nickel (1.5 g) was added to a solution of the compound from step d) (2.1 g) in dry ethanol (60 ml). The mixture was heated to reflux for 1 hour, the catalyst was removed by filtration and the filtrate evaporated under reduced pressure. Trituration with ether gave an off-white solid which was purified by reverse phase HPLC (SiO2) using methanol:chloroform as eluant. Recrystallisation from isopropyl alcohol gave the subtitled compound as a buff coloured solid. Starting materials: COc1ccc2c(C)nc(O)nc2c1, O, O=P(Cl)(Cl)Cl. Yields the product COc1ccc2c(C)nc(Cl)nc2c1. RXN SMILES: [CH3:1][O:2][c:3]1[cH:4][cH:5][c:6]2[c:7]([CH3:14])[n:8][c:9]([OH:13])[n:10][c:11]2[cH:12]1.[OH2:20].[P:15]([Cl:16])([Cl:17])([Cl:18])=[O:19]>>[CH3:1][O:2][c:3]1[cH:4][cH:5][c:6]2[c:7]([CH3:14])[n:8][c:9]([Cl:17])[n:10][c:11]2[cH:12]1. The reactants are CC1=C(C(=NO1)C1=CC=CC=C1)COC1=NC=C(C(=O)O)C=C1 (6-(5-methyl-3-phenyl-isoxazol-4-ylmethoxy)-nicotinic acid), FC1=CC=C(N)C=C1 (4-fluoroaniline). Yields the product FC1=CC=C(C=C1)NC(C1=CN=C(C=C1)OCC=1C(=NOC1C)C1=CC=CC=C1)=O (N-(4-Fluoro-phenyl)-6-(5-methyl-3-phenyl-isoxazol-4-ylmethoxy)-nicotinamide). The yield is 84.0%. RXN SMILES: [CH3:1][C:2]1[O:6][N:5]=[C:4]([C:7]2[CH:12]=[CH:11][CH:10]=[CH:9][CH:8]=2)[C:3]=1[CH2:13][O:14][C:15]1[CH:23]=[CH:22][C:18]([C:19]([OH:21])=O)=[CH:17][N:16]=1.[F:24][C:25]1[CH:31]=[CH:30][C:28]([NH2:29])=[CH:27][CH:26]=1>>[F:24][C:25]1[CH:31]=[CH:30][C:28]([NH:29][C:19](=[O:21])[C:18]2[CH:22]=[CH:23][C:15]([O:14][CH2:13][C:3]3[C:4]([C:7]4[CH:8]=[CH:9][CH:10]=[CH:11][CH:12]=4)=[N:5][O:6][C:2]=3[CH3:1])=[N:16][CH:17]=2)=[CH:27][CH:26]=1. Procedure details: As described for example 8b, 6-(5-methyl-3-phenyl-isoxazol-4-ylmethoxy)-nicotinic acid (100 mg, 0.32 mmol) was converted, using 4-fluoroaniline (1 M in DMF) instead of methylamine, to the title compound (109 mg, 84%) which was obtained as a white solid. MS: m/e=404.4 [M+H]+. Reactants: C(C)OC(=O)C(CS(=O)(=O)C(C(=O)Cl)(C)C)CC1=CC=CC=C1 ((RS)-2-[[2-[(ethoxy)carbonyl]-3-phenylpropyl]sulfonyl]-2-methylpropionyl chloride), N1CCOCC1 (morpholine), ( a ), ( c ). The product is CC(C)(C(=O)N1CCOCC1)S(=O)(=O)C[C@H](C(=O)O)CC1=CC=CC=C1 ((S)-α-[[[1-methyl-1-(morpholinocarbonyl)ethyl]sulfonyl]methyl]hydrocinnamic acid). As a reaction SMILES: C([O:3][C:4]([CH:6]([CH2:17][C:18]1[CH:23]=[CH:22][CH:21]=[CH:20][CH:19]=1)[CH2:7][S:8]([C:11]([CH3:16])([CH3:15])[C:12](Cl)=[O:13])(=[O:10])=[O:9])=[O:5])C.[NH:24]1[CH2:29][CH2:28][O:27][CH2:26][CH2:25]1>>[CH3:15][C:11]([S:8]([CH2:7][C@@H:6]([CH2:17][C:18]1[CH:19]=[CH:20][CH:21]=[CH:22][CH:23]=1)[C:4]([OH:3])=[O:5])(=[O:10])=[O:9])([C:12]([N:24]1[CH2:29][CH2:28][O:27][CH2:26][CH2:25]1)=[O:13])[CH3:16]. Procedure details: In an analogous manner to that described in Example 1, paragraphs (d) and (e), starting from 2-mercaptoisobutyric acid and ethyl 2-benzylacrylate there was obtained (RS)-2-[[2-[(ethoxy)carbonyl]-3-phenylpropyl]sulfonyl]-2-methylpropionyl chloride, reaction of which with morpholine analogously to Example 2, paragraph (a), and subsequent enzymatic hydrolysis analogously to Example 6, paragraph (c), yielded (S)-α-[[[1-methyl-1-(morpholinocarbonyl)ethyl]sulfonyl]methyl]hydrocinnamic acid, MS: 383 (M... The reactants are CCCn1c(=O)c2cc(C(=O)OCC)cn2c2ccccc21, CCO, O. Product: CCCn1c(=O)c2cc(C(=O)O)cn2c2ccccc21. RXN SMILES: [CH2:1]([CH2:2][CH3:3])[n:4]1[c:5](=[O:22])[c:6]2[n:7]([c:8]3[cH:9][cH:10][cH:11][cH:12][c:13]13)[cH:14][c:15]([C:17](=[O:18])[O:19][CH2:20][CH3:21])[cH:16]2.[CH2:24]([OH:25])[CH3:26].[OH2:23]>>[CH2:1]([CH2:2][CH3:3])[n:4]1[c:5](=[O:22])[c:6]2[n:7]([c:8]3[cH:9][cH:10][cH:11][cH:12][c:13]13)[cH:14][c:15]([C:17](=[O:18])[OH:19])[cH:16]2. Reactants: [Si](C)(C)(C(C)(C)C)OCC1=CC2=C(C=N1)N=CN2C2=CC(=C(S2)C(=O)OC)O (methyl 5-[6-({[tert-butyl(dimethyl)silyl]oxy}methyl)-1H-imidazo[4,5-c]pyridin-1-yl]-3-hydroxythiophene-2-carboxylate), N(=NC(=O)OC(C)(C)C)C(=O)OC(C)(C)C (di-tert-butyl azodicarboxylate), FC1=C(C=CC=C1)[C@H](C)O ((1S)-1-(2-fluorophenyl)ethanol), C1(=CC=CC=C1)P(C1=CC=CC=C1)C1=CC=CC=C1 (triphenylphosphine). Run in ClCCl (dichloromethane). Yields the product [Si](C)(C)(C(C)(C)C)OCC1=CC2=C(C=N1)N=CN2C2=CC(=C(S2)C(=O)OC)O[C@H](C)C2=C(C=CC=C2)F (Methyl 5-[6-({[tert-butyl(dimethyl)silyl]oxy}methyl)-1H-imidazo[4,5-c]pyridin-1-yl]-3-[(1R)-1-(2-fluorophenyl)ethoxy]thiophene-2-carboxylate). RXN SMILES: [Si:1]([O:8][CH2:9][C:10]1[N:15]=[CH:14][C:13]2[N:16]=[CH:17][N:18]([C:19]3[S:23][C:22]([C:24]([O:26][CH3:27])=[O:25])=[C:21]([OH:28])[CH:20]=3)[C:12]=2[CH:11]=1)([C:4]([CH3:7])([CH3:6])[CH3:5])([CH3:3])[CH3:2].[F:29][C:30]1[CH:35]=[CH:34][CH:33]=[CH:32][C:31]=1[C@@H:36](O)[CH3:37].C1(P(C2C=CC=CC=2)C2C=CC=CC=2)C=CC=CC=1.N(C(OC(C)(C)C)=O)=NC(OC(C)(C)C)=O>ClCCl>[Si:1]([O:8][CH2:9][C:10]1[N:15]=[CH:14][C:13]2[N:16]=[CH:17][N:18]([C:19]3[S:23][C:22]([C:24]([O:26][CH3:27])=[O:25])=[C:21]([O:28][C@@H:36]([C:31]4[CH:32]=[CH:33][CH:34]=[CH:35][C:30]=4[F:29])[CH3:37])[CH:20]=3)[C:12]=2[CH:11]=1)([C:4]([CH3:5])([CH3:6])[CH3:7])([CH3:2])[CH3:3]. Procedure: In a similar manner as described for example B31, 2.31 g of methyl 5-[6-({[tert-butyl(dimethyl)silyl]oxy}methyl)-1H-imidazo[4,5-c]pyridin-1-yl]-3-hydroxythiophene-2-carboxylate, 0.92 g of (1S)-1-(2-fluorophenyl)ethanol, 3.67 g of triphenylphosphine (polymer bound, ˜3 mmol/g) and 2.53 g of di-tert-butyl azodicarboxylate in 65 ml anhydrous dichloromethane yield the title compound.